From a dataset of the Open Reaction Database (ORD), a public repository of structured organic reaction records. describe an organic reaction: reactants, conditions, products, and yield The reactants are C(C)N1C[C@@H](CC1)CC1=C(C=CC(=C1)F)S(=O)(=O)NC1=CC=C2C3C(COC2=C1C(=O)OC)C3 (methyl (1aRS,7bSR)-5-[2-((R)-1-ethyl-pyrrolidin-3-ylmethyl)-4-fluorobenzenesulfonylamino]-1,1a,2,7b-tetrahydrocyclopropa-[c]chromene-4-carboxylate), NC1=CC=C2[C@@H]3[C@H](COC2=C1C(=O)OC)C3 (methyl (1aR,7bS)-5-amino-1,1a,2,7b-tetrahydrocyclopropa[c]chromene-4-carboxylate), NC1=CC=C2[C@@H]3[C@H](COC2=C1C(=O)OC)C3 (methyl (1aR,7bS)-5-amino-1,1a,2,7b-tetrahydrocyclopropa[c]chromene-4-carboxylate), C(C)N1[C@@H](CCC1)CCC1=C(C=CC(=C1)F)S(=O)(=O)Cl (2-[2-((R)-1-ethyl-pyrrolidin-2-yl)-ethyl]-4-fluorobenzenesulfonyl chloride), C(C)N1[C@@H](CCC1)CCC1=C(C=CC(=C1)F)S(=O)(=O)Cl (2-[2-((R)-1-ethyl-pyrrolidin-2-yl)-ethyl]-4-fluorobenzenesulfonyl chloride). Yields the product C(C)N1[C@@H](CCC1)CCC1=C(C=CC(=C1)F)S(=O)(=O)NC1=CC=C2[C@@H]3[C@H](COC2=C1C(=O)OC)C3 (Methyl (1aR,7bS)-5-{2-[2-((R)-1-ethylpyrrolidin-2-yl)ethyl]-4-fluoro-benzenesulfonylamino}-1,1a,2,7b-tetrahydrocyclopropa[c]chromene-4-carboxylate). Reaction SMILES: C(N1CC[C@@H]([CH2:8][C:9]2[CH:14]=[C:13]([F:15])[CH:12]=[CH:11][C:10]=2[S:16]([NH:19][C:20]2[C:29]([C:30]([O:32][CH3:33])=[O:31])=[C:28]3[C:23]([CH:24]4[CH2:34][CH:25]4[CH2:26][O:27]3)=[CH:22][CH:21]=2)(=[O:18])=[O:17])C1)C.[CH2:35]([N:37]1[CH2:41][CH2:40][CH2:39][C@H:38]1[CH2:42]CC1C=C(F)C=CC=1S(Cl)(=O)=O)[CH3:36].NC1C(C(OC)=O)=C2C([C@H]3C[C@H]3CO2)=CC=1>>[CH2:35]([N:37]1[CH2:41][CH2:40][CH2:39][C@H:38]1[CH2:42][CH2:8][C:9]1[CH:14]=[C:13]([F:15])[CH:12]=[CH:11][C:10]=1[S:16]([NH:19][C:20]1[C:29]([C:30]([O:32][CH3:33])=[O:31])=[C:28]2[C:23]([C@H:24]3[CH2:34][C@H:25]3[CH2:26][O:27]2)=[CH:22][CH:21]=1)(=[O:17])=[O:18])[CH3:36]. Reported procedure: Prepared by proceeding in a similar manner to Intermediate 95, starting from 2-[2-((R)-1-ethyl-pyrrolidin-2-yl)-ethyl]-4-fluorobenzenesulfonyl chloride (intermediate 230) and methyl (1aR,7bS)-5-amino-1,1a,2,7b-tetrahydrocyclopropa[c]chromene-4-carboxylate (Intermediate 42A). The reactants are resultant mixture, C1(=CC=CC=C1)N(C1=CC=CC=C1)C1=CC=C2CCC=3C=CC=C1C32 (5-(N,N-diphenylamino)acenaphthene), [OH-].[Na+] (sodium hydroxide), P(=O)(Cl)(Cl)Cl (phosphorus oxychloride), C1(=CC=CC=C1)N(C1=CC=CC=C1)C1=CC=C2CCC=3C=CC=C1C32 (5-(N,N-diphenylamino)acenaphthene), CN(C=O)C (N,N-dimethylformamide). The solvent is O (water). Conditions: temperature 50 celsius, time 30 minute. Yields the product C(=O)C1=CC=C(C=C1)N(C1=CC=CC=C1)C1=CC=C2CCC=3C=CC=C1C32 (5-[N-(4-formylphenyl)-N-phenylamino]acenaphthene). Yield: 86.6%. As a reaction SMILES: [C:1]1([N:7]([C:14]2[C:24]3[C:25]4[C:17]([CH2:18][CH2:19][C:20]=4[CH:21]=[CH:22][CH:23]=3)=[CH:16][CH:15]=2)[C:8]2[CH:13]=[CH:12][CH:11]=[CH:10][CH:9]=2)[CH:6]=[CH:5][CH:4]=[CH:3][CH:2]=1.P(Cl)(Cl)(Cl)=O.[OH-].[Na+].CN(C)[CH:35]=[O:36]>O>[CH:35]([C:4]1[CH:3]=[CH:2][C:1]([N:7]([C:14]2[C:24]3[C:25]4[C:17]([CH2:18][CH2:19][C:20]=4[CH:21]=[CH:22][CH:23]=3)=[CH:16][CH:15]=2)[C:8]2[CH:13]=[CH:12][CH:11]=[CH:10][CH:9]=2)=[CH:6][CH:5]=1)=[O:36] |f:2.3|. Procedure details: 32.14 g (0.1 mol) of the above prepared 5-(N,N-diphenylamino)acenaphthene was dissolved in 300 ml of N,N-dimethylformamide, and 22.73 g (0.15 mol) of phosphorus oxychloride was dropwise added thereto at room temperature for 30 minutes. After raising the temperature to 50° C., the reaction mixture was stirred for 14 hours. The reaction was determined to be finished when disappearance of 5-(N,N-diphenylamino)acenaphthene was identified. The reaction product was poured into an aqueous solution havi... Starting materials: C(=O)(O)C1C(C2C(C(C1)C2)(C)C)C ((+)-3-carboxypinane), S(=O)(Cl)Cl (thionyl chloride). The solvent is CO (CH3OH). Product: C12C(C(CC(C1(C)C)C2)C(=O)Cl)C ((+)-Pinane-3-carboxylic acid chloride). As a reaction SMILES: [C:1]([CH:4]1[CH2:9][CH:8]2[CH2:10][CH:6]([C:7]2([CH3:12])[CH3:11])[CH:5]1[CH3:13])(O)=[O:2].S(Cl)([Cl:16])=O>CO>[CH:6]12[CH2:10][CH:8]([C:7]1([CH3:12])[CH3:11])[CH2:9][CH:4]([C:1]([Cl:16])=[O:2])[CH:5]2[CH3:13]. Reported procedure: 15 g of (+)-3-carboxypinane of optical rotation [α]D25 = +20.2° (c = 1, CH3OH) are boiled with excess thionyl chloride under reflux in the absence of moisture, until the evolution of gas has ceased. The excess thionylchloride is then distilled, followed by the acid chloride boiling at from 62° to 64° C/0.08 mm Hg and having an optical rotation of [α]D24 = +28.1° (pure). Starting materials: C(C)(=O)OC1CCC2=C(C=CC=C12)N (4-amino-1-indanyl acetate), S1C=CC=C1 (thiophene), N(=O)OC(C)(C)C (tert-butyl nitrite). Run in CCCCCCC (n-heptane). Reaction conditions: temperature 60 celsius, time 1.5 hour. Product: C(C)(=O)OC1CCC2=C(C=CC=C12)C=1SC=CC1 (4-(2-thienyl)-1-indanyl acetate). Yield: 17.1%. Reaction SMILES: [C:1]([O:4][CH:5]1[C:13]2[C:8](=[C:9](N)[CH:10]=[CH:11][CH:12]=2)[CH2:7][CH2:6]1)(=[O:3])[CH3:2].[S:15]1[CH:19]=[CH:18][CH:17]=[CH:16]1.N(OC(C)(C)C)=O>CCCCCCC>[C:1]([O:4][CH:5]1[C:13]2[C:8](=[C:9]([C:16]3[S:15][CH:19]=[CH:18][CH:17]=3)[CH:10]=[CH:11][CH:12]=2)[CH2:7][CH2:6]1)(=[O:3])[CH3:2]. Reported procedure: To a stirred solution of 15.0 g (0.079 mole) of 4-amino-1-indanyl acetate in 100 mL (1.25 moles) of thiophene was added dropwise 18.6 mL (0.157 mole) of tert-butyl nitrite. The addition caused an exothermic reaction, raising the temperature of the reaction mixture to 60° C. Upon complete addition, the reaction mixture was stirred for 1.5 hours while cooling to ambient temperature. The reaction mixture was dissolved in 350 mL of n-heptane, and the solution was dried over magnesium sulfate, filter... The reactants are BrC=1C=NNC1 (4-bromo-1H-pyrazole), C(C)OC(C=C(C)C)=O (3-methyl-2-butenoic acid ethyl ester), C([O-])([O-])=O.[Cs+].[Cs+] (cesium carbonate). The solvent is O (water), CN(C)C=O (DMF). Reaction conditions: time 3 hour. Product: BrC=1C=NN(C1)C(CC(=O)OCC)(C)C (Ethyl 3-(4-bromo-1H-pyrazol-1-yl)-3-methylbutanoate). As a reaction SMILES: [Br:1][C:2]1[CH:3]=[N:4][NH:5][CH:6]=1.[CH2:7]([O:9][C:10](=[O:15])[CH:11]=[C:12]([CH3:14])[CH3:13])[CH3:8].C(=O)([O-])[O-].[Cs+].[Cs+]>CN(C=O)C.O>[Br:1][C:2]1[CH:3]=[N:4][N:5]([C:12]([CH3:14])([CH3:13])[CH2:11][C:10]([O:9][CH2:7][CH3:8])=[O:15])[CH:6]=1 |f:2.3.4|. Procedure details: A solution of 4-bromo-1H-pyrazole (3.42 g, 23.43) and 3-methyl-2-butenoic acid ethyl ester (1 g, 7.81 mmol) in DMF (50 mL) was treated with cesium carbonate (10.1 g, 31.07) and allowed to stir for 3 hours at room temperature. The reaction mixture was diluted with water (30 mL) and extracted with EtOAc (3×30 mL). The combined extracts were dried over sodium sulfate and concentrated to afford the desired product, 1.1 g (51%) yield. 1H NMR (300 MHz, CDCl3) δ 7.51 (s, 1H), 7.45 (s, 1H), 3.98-4.05 (m...